From a dataset of the Open Reaction Database (ORD), a public repository of structured organic reaction records. describe an organic reaction: reactants, conditions, products, and yield Starting materials: C(C)O (ethanol), IC1=C(N)C=CC=C1 (2-iodoaniline), COC1=CC=C(C=C1)S(=O)(=O)Cl (4-methoxybenzenesulfonyl chloride). Run in N1=CC=CC=C1 (pyridine). Conditions: temperature 80 celsius. Product: IC1=C(C=CC=C1)NS(=O)(=O)C1=CC=C(C=C1)OC (N-(2-Iodophenyl)-4-methoxybenzenesulfonamide). Isolated yield 72.1%. Reaction SMILES: [I:1][C:2]1[CH:8]=[CH:7][CH:6]=[CH:5][C:3]=1[NH2:4].[CH3:9][O:10][C:11]1[CH:16]=[CH:15][C:14]([S:17](Cl)(=[O:19])=[O:18])=[CH:13][CH:12]=1.C(O)C>N1C=CC=CC=1>[I:1][C:2]1[CH:8]=[CH:7][CH:6]=[CH:5][C:3]=1[NH:4][S:17]([C:14]1[CH:13]=[CH:12][C:11]([O:10][CH3:9])=[CH:16][CH:15]=1)(=[O:19])=[O:18]. Procedure details: To a stirred solution of 2-iodoaniline (24.82 g, 113.3 mmol) in anhydrous pyridine (36 mL) was added 4-methoxybenzenesulfonyl chloride (23.42 g, 113.3 mmol). The dark solution was heated at 80° C. for one hour. The reaction mixture was evaporated in vacuo and the residue was poured onto an ice/water mixture. The aqueous phase was decanted and the oily residue was triturated several times with 150 mL portions of water. The resulting solid was collected by filtration and washed with water and hexa... Reactants: ClC=1C(=C(C=CC1)S(=O)(=O)Cl)C (3-chloro-2-methylbenzenesulfonyl chloride), Cl.O[C@H]1CC[C@H](CC1)N1C(C2(CC1)CNCCC2)=O (2-(cis-4-hydroxycyclohexyl)-2,7-diazaspiro[4.5]decan-1-one hydrochloride), CCN(C(C)C)C(C)C (DIPEA). Run in C(Cl)Cl (CH2Cl2), C(Cl)Cl (CH2Cl2), C(C)(=O)OCC (ethyl acetate). Conditions: time 1 hour. Yields the product ClC=1C(=C(C=CC1)S(=O)(=O)N1CC2(CCN(C2=O)[C@@H]2CC[C@@H](CC2)O)CCC1)C (7-[(3-chloro-2-methylphenyl)sulfonyl]-2-(cis-4-hydroxycyclohexyl)-2,7-diazaspiro[4.5]decan-1-one). RXN SMILES: [Cl:1][C:2]1[C:3]([CH3:12])=[C:4]([S:8](Cl)(=[O:10])=[O:9])[CH:5]=[CH:6][CH:7]=1.Cl.[OH:14][C@@H:15]1[CH2:20][CH2:19][C@H:18]([N:21]2[CH2:25][CH2:24][C:23]3([CH2:30][CH2:29][CH2:28][NH:27][CH2:26]3)[C:22]2=[O:31])[CH2:17][CH2:16]1.CCN(C(C)C)C(C)C>C(Cl)Cl.C(OCC)(=O)C>[Cl:1][C:2]1[C:3]([CH3:12])=[C:4]([S:8]([N:27]2[CH2:28][CH2:29][CH2:30][C:23]3([C:22](=[O:31])[N:21]([C@H:18]4[CH2:17][CH2:16][C@@H:15]([OH:14])[CH2:20][CH2:19]4)[CH2:25][CH2:24]3)[CH2:26]2)(=[O:10])=[O:9])[CH:5]=[CH:6][CH:7]=1 |f:1.2|. Reported procedure: A solution of 3-chloro-2-methylbenzenesulfonyl chloride (0.050 g, 0.22 mmol) in CH2Cl2 (1.0 mL) was slowly added to a mixture of 2-(cis-4-hydroxycyclohexyl)-2,7-diazaspiro[4.5]decan-1-one hydrochloride (0.060 g, 0.2 mmol) and DIPEA (0.10 mL, 0.6 mmol) in CH2Cl2 (1.0 mL) at 0° C. and the reaction was stirred for 1 h. The mixture was diluted with ethyl acetate and then washed with diluted HCl, water and brine, dried and concentrated. The product was purified by CombiFlash eluted with CH2Cl2/EtOAc.... Reactants: O=C(Nc1cn2cc(Br)ccc2n1)C(F)(F)F, COCCOC, [K+], [K+], [K+], O=P([O-])([O-])[O-]. As a reaction SMILES: [Br:1][c:2]1[cH:3][cH:4][c:5]2[n:6]([cH:7]1)[cH:8][c:9]([NH:11][C:12](=[O:13])[C:14]([F:15])([F:16])[F:17])[n:10]2.[CH3:26][O:27][CH2:28][CH2:29][O:30][CH3:31].[K+:23].[K+:24].[K+:25].[P:18]([O-:19])([O-:20])([O-:21])=[O:22]>>[Br:1][c:2]1[cH:3][cH:4][c:5]2[n:6]([cH:7]1)[cH:8][c:9]([NH2:11])[n:10]2. Yields the product Nc1cn2cc(Br)ccc2n1. The reactants are O(C1=CC=CC=C1)C=1C=C(C=O)C=CC1 (3-Phenoxybenzaldehyde), BrC(=CC1C(C1C(=O)Cl)(C)C)Br (3-(2,2-dibromoethenyl)-2,2-dimethylcyclopropanecarbonyl chloride), [C-]#N.[Na+] (Sodium cyanide), mixture, O (water). The solvent is O.O1CCCC1 (water tetrahydrofuran), O1CCCC1 (tetrahydrofuran). Run at time 2 hour. The product is BrC(=CC1C(C1C(=O)OC(C1=CC(=CC=C1)OC1=CC=CC=C1)C#N)(C)C)Br (α-CYANO-3-PHENOXYBENZYL 3-(2,2-DIBROMOETHENYL)-2,2-DIMETHYLCYCLOPROPANECARBOXYLATE). Isolated yield 115.0%. RXN SMILES: [C-:1]#[N:2].[Na+].O.[O:5]([C:12]1[CH:13]=[C:14]([CH:17]=[CH:18][CH:19]=1)[CH:15]=[O:16])[C:6]1[CH:11]=[CH:10][CH:9]=[CH:8][CH:7]=1.[Br:20][C:21]([Br:31])=[CH:22][CH:23]1[CH:25]([C:26](Cl)=[O:27])[C:24]1([CH3:30])[CH3:29]>O.O1CCCC1.O1CCCC1>[Br:20][C:21]([Br:31])=[CH:22][CH:23]1[CH:25]([C:26]([O:16][CH:15]([C:1]#[N:2])[C:14]2[CH:17]=[CH:18][CH:19]=[C:12]([O:5][C:6]3[CH:7]=[CH:8][CH:9]=[CH:10][CH:11]=3)[CH:13]=2)=[O:27])[C:24]1([CH3:30])[CH3:29] |f:0.1,5.6|. Procedure details: Sodium cyanide (0.80 g, 0.016 mole) was charged to a reaction vessel together with 25 ml of a mixture of water and tetrahydrofuran (1/1 by volume). 3-Phenoxybenzaldehyde (2.31 g, 0.012 mole) in 10 ml of water/tetrahydrofuran solution (1/1 by volume) was then added in one portion, and 3-(2,2-dibromoethenyl)-2,2-dimethylcyclopropanecarbonyl chloride (4.4 g, 0.014 mole) was added dropwise over a 15 minute period. The reaction mixture was stirred for 2 hours at 20°, and the desired ester (6.97 g, 86...